From a dataset of the Open Reaction Database (ORD), a public repository of structured organic reaction records. describe an organic reaction: reactants, conditions, products, and yield The reactants are BrC1=C(C(=O)OC)C=CC(=C1)[N+](=O)[O-] (methyl 2-bromo-4-nitrobenzoate), P(=O)([O-])([O-])[O-].[K+].[K+].[K+] (tripotassium phosphate), C1(CC1)B(O)O (cyclopropylboronic acid), C1(=CC=CC=C1)C (toluene). Reagents/catalysts: C1CCC(CC1)P(C2CCCCC2)C3CCCCC3.C1CCC(CC1)P(C2CCCCC2)C3CCCCC3.[Cl-].[Cl-].[Pd+2] (bis(tricyclohexylphosphine)palladium(II)dichloride). Solvent: O (water), O (water). Yields the product C1(CC1)C1=C(C(=O)OC)C=CC(=C1)[N+](=O)[O-] (methyl 2-cyclopropyl-4-nitrobenzoate). Isolated yield 38.5%. As a reaction SMILES: Br[C:2]1[CH:11]=[C:10]([N+:12]([O-:14])=[O:13])[CH:9]=[CH:8][C:3]=1[C:4]([O:6][CH3:7])=[O:5].P([O-])([O-])([O-])=O.[K+].[K+].[K+].[CH:23]1(B(O)O)[CH2:25][CH2:24]1.C1(C)C=CC=CC=1>C1CCC(P(C2CCCCC2)C2CCCCC2)CC1.C1CCC(P(C2CCCCC2)C2CCCCC2)CC1.[Cl-].[Cl-].[Pd+2].O>[CH:23]1([C:2]2[CH:11]=[C:10]([N+:12]([O-:14])=[O:13])[CH:9]=[CH:8][C:3]=2[C:4]([O:6][CH3:7])=[O:5])[CH2:25][CH2:24]1 |f:1.2.3.4,7.8.9.10.11|. Reported procedure: To a mixture of methyl 2-bromo-4-nitrobenzoate (871 mg), bis(tricyclohexylphosphine)palladium(II)dichloride (136 mg), tripotassium phosphate (3.98 g) and cyclopropylboronic acid (863 mg) were added toluene (10 mL) and water (0.4 mL), and the mixture was stirred with heating under reflux for 8 hr. The reaction mixture was cooled, water was added, and the mixture was extracted with ethyl acetate. The solvent was evaporated from the organic layer, and the obtained residue was purified by column chr... Starting materials: O=C([O-])[O-], CCOC(C)=O, CN(C)C(N)=O, CCn1c(=O)c(-c2cc(NC(=O)Nc3cc(F)cc(F)c3)c(F)cc2C)cc2cnc(Cl)cc21, [Cs+], [Cs+], CN(C)C=O, C1COCCO1, O=C(C=Cc1ccccc1)C=Cc1ccccc1, O=C(C=Cc1ccccc1)C=Cc1ccccc1, O=C(C=Cc1ccccc1)C=Cc1ccccc1, O, [Pd], [Pd]. The product is CCn1c(=O)c(-c2cc(NC(=O)Nc3cc(F)cc(F)c3)c(F)cc2C)cc2cnc(NC(=O)N(C)C)cc21. As a reaction SMILES: [C:35](=[O:36])([O-:37])[O-:38].[CH3:115][CH2:116][O:117][C:118]([CH3:119])=[O:120].[CH3:41][N:42]([C:43](=[O:44])[NH2:45])[CH3:46].[Cl:1][c:2]1[n:3][cH:4][c:5]2[cH:6][c:7](-[c:15]3[c:16]([CH3:34])[cH:17][c:18]([F:33])[c:19]([NH:21][C:22](=[O:23])[NH:24][c:25]4[cH:26][c:27]([F:32])[cH:28][c:29]([F:31])[cH:30]4)[cH:20]3)[c:8](=[O:14])[n:9]([CH2:12][CH3:13])[c:10]2[cH:11]1.[Cs+:39].[Cs+:40].[O:110]=[CH:111][N:112]([CH3:113])[CH3:114].[O:48]1[CH2:49][CH2:50][O:51][CH2:52][CH2:53]1.[O:56]=[C:57]([CH:58]=[CH:59][c:60]1[cH:61][cH:62][cH:63][cH:64][cH:65]1)[CH:66]=[CH:67][c:68]1[cH:69][cH:70][cH:71][cH:72][cH:73]1.[O:74]=[C:75]([CH:76]=[CH:77][c:78]1[cH:79][cH:80][cH:81][cH:82][cH:83]1)[CH:84]=[CH:85][c:86]1[cH:87][cH:88][cH:89][cH:90][cH:91]1.[O:92]=[C:93]([CH:94]=[CH:95][c:96]1[cH:97][cH:98][cH:99][cH:100][cH:101]1)[CH:102]=[CH:103][c:104]1[cH:105][cH:106][cH:107][cH:108][cH:109]1.[OH2:47].[Pd:54].[Pd:55]>>[c:2]1([NH:45][C:43]([N:42]([CH3:41])[CH3:46])=[O:44])[n:3][cH:4][c:5]2[cH:6][c:7](-[c:15]3[c:16]([CH3:34])[cH:17][c:18]([F:33])[c:19]([NH:21][C:22](=[O:23])[NH:24][c:25]4[cH:26][c:27]([F:32])[cH:28][c:29]([F:31])[cH:30]4)[cH:20]3)[c:8](=[O:14])[n:9]([CH2:12][CH3:13])[c:10]2[cH:11]1. Starting materials: CCN(CC)CCCCl, C[O-], Cc1ccccc1, CO, [Na+], [Na], O=S(=O)(c1ccc(O)cc1)c1c(-c2ccccc2)oc2ccccc12. The product is CCN(CC)CCCOc1ccc(S(=O)(=O)c2c(-c3ccccc3)oc3ccccc23)cc1. RXN SMILES: [CH2:27]([CH3:28])[N:29]([CH2:30][CH2:31][CH2:32][Cl:33])[CH2:34][CH3:35].[CH3:36][O-:37].[CH3:39][c:40]1[cH:41][cH:42][cH:43][cH:44][cH:45]1.[CH3:46][OH:47].[Na+:38].[Na:1].[OH:2][c:3]1[cH:4][cH:5][c:6]([S:9](=[O:10])(=[O:11])[c:12]2[c:13](-[c:21]3[cH:22][cH:23][cH:24][cH:25][cH:26]3)[o:14][c:15]3[c:16]2[cH:17][cH:18][cH:19][cH:20]3)[cH:7][cH:8]1>>[O:2]([c:3]1[cH:4][cH:5][c:6]([S:9](=[O:10])(=[O:11])[c:12]2[c:13](-[c:21]3[cH:22][cH:23][cH:24][cH:25][cH:26]3)[o:14][c:15]3[c:16]2[cH:17][cH:18][cH:19][cH:20]3)[cH:7][cH:8]1)[CH2:32][CH2:31][CH2:30][N:29]([CH2:27][CH3:28])[CH2:34][CH3:35]. Reactants: CC(=O)O, CCOC(C)=O, COC(=O)c1cn(C(c2ccccc2)(c2ccccc2)c2ccccc2)c(I)n1, [Na+], [OH-]. Yields the product O=C(O)c1cn(C(c2ccccc2)(c2ccccc2)c2ccccc2)c(I)n1. Reaction SMILES: [CH3:30][C:31](=[O:32])[OH:33].[CH3:36][CH2:37][O:38][C:39](=[O:40])[CH3:41].[I:1][c:2]1[n:3]([C:11]([c:12]2[cH:13][cH:14][cH:15][cH:16][cH:17]2)([c:18]2[cH:19][cH:20][cH:21][cH:22][cH:23]2)[c:24]2[cH:25][cH:26][cH:27][cH:28][cH:29]2)[cH:4][c:5]([C:7](=[O:8])[O:9][CH3:10])[n:6]1.[Na+:35].[OH-:34]>>[I:1][c:2]1[n:3]([C:11]([c:12]2[cH:13][cH:14][cH:15][cH:16][cH:17]2)([c:18]2[cH:19][cH:20][cH:21][cH:22][cH:23]2)[c:24]2[cH:25][cH:26][cH:27][cH:28][cH:29]2)[cH:4][c:5]([C:7](=[O:8])[OH:9])[n:6]1. Reactants: CNO, CCOC(C)=O, Cl, O=C(Cn1cncn1)c1ccccc1. Product: C[N+]([O-])=C(Cn1cncn1)c1ccccc1. Reaction SMILES: [CH3:16][NH:17][OH:18].[CH3:19][CH2:20][O:21][C:22](=[O:23])[CH3:24].[ClH:15].[n:1]1([CH2:6][C:7](=[O:8])[c:9]2[cH:10][cH:11][cH:12][cH:13][cH:14]2)[n:2][cH:3][n:4][cH:5]1>>[n:1]1([CH2:6][C:7]([c:9]2[cH:10][cH:11][cH:12][cH:13][cH:14]2)=[N+:17]([CH3:16])[O-:18])[n:2][cH:3][n:4][cH:5]1. The reactants are COc1ccc(Br)cc1[N+](=O)[O-], O=C([O-])[O-], CC1CNCC(C)N1, [Cs+], [Cs+], CC(=O)[O-], CC(=O)[O-], C1COCCO1, [Pd+2]. The product is COc1ccc(N2CC(C)NC(C)C2)cc1[N+](=O)[O-]. Reaction SMILES: [Br:7][c:8]1[cH:9][c:10]([N+:16](=[O:17])[O-:18])[c:11]([O:14][CH3:15])[cH:12][cH:13]1.[C:1](=[O:2])([O-:3])[O-:4].[CH3:19][CH:20]1[NH:21][CH:22]([CH3:26])[CH2:23][NH:24][CH2:25]1.[Cs+:5].[Cs+:6].[O-:34][C:35]([CH3:36])=[O:37].[O-:38][C:39]([CH3:40])=[O:41].[O:27]1[CH2:28][CH2:29][O:30][CH2:31][CH2:32]1.[Pd+2:33]>>[c:8]1([N:24]2[CH2:23][CH:22]([CH3:26])[NH:21][CH:20]([CH3:19])[CH2:25]2)[cH:9][c:10]([N+:16](=[O:17])[O-:18])[c:11]([O:14][CH3:15])[cH:12][cH:13]1. The reactants are [Li]CCCC, Cn1ccnc1, O=C(Cl)c1cccc(OC(F)(F)F)c1. Yields the product Cn1ccnc1C(=O)c1cccc(OC(F)(F)F)c1. As a reaction SMILES: [CH2:7]([Li:8])[CH2:9][CH2:10][CH3:11].[CH3:1][n:2]1[cH:3][n:4][cH:5][cH:6]1.[F:12][C:13]([O:14][c:15]1[cH:16][c:17]([C:18](=[O:19])[Cl:20])[cH:21][cH:22][cH:23]1)([F:24])[F:25]>>[CH3:1][n:2]1[c:3]([C:18]([c:17]2[cH:16][c:15]([O:14][C:13]([F:12])([F:24])[F:25])[cH:23][cH:22][cH:21]2)=[O:19])[n:4][cH:5][cH:6]1.